From a dataset of the Open Reaction Database (ORD), a public repository of structured organic reaction records. describe an organic reaction: reactants, conditions, products, and yield The reactants are ClC=1C=CC2=C(C(=C(C(O2)=O)CC(=O)O)C2=C(C=CC=C2)C)C1 (6-Chloro-4-(2-methylphenyl)-2-oxo-2H -1-benzopyran-3-acetic acid), COC1=C(CN)C(=CC=C1)OC (2,6-dimethoxybenzylamine). Product: ClC=1C=CC2=C(C(=C(C(O2)=O)CC(=O)NCC2=C(C=CC=C2OC)OC)C2=C(C=CC=C2)C)C1 (6-Chloro-N-(2,6-dimethoxybenzyl)-4-(2-methylphenyl)-2-oxo-2H-1-benzopyran-3-acetamide). RXN SMILES: [Cl:1][C:2]1[CH:3]=[CH:4][C:5]2[O:10][C:9](=[O:11])[C:8]([CH2:12][C:13]([OH:15])=O)=[C:7]([C:16]3[CH:21]=[CH:20][CH:19]=[CH:18][C:17]=3[CH3:22])[C:6]=2[CH:23]=1.[CH3:24][O:25][C:26]1[CH:33]=[CH:32][CH:31]=[C:30]([O:34][CH3:35])[C:27]=1[CH2:28][NH2:29]>>[Cl:1][C:2]1[CH:3]=[CH:4][C:5]2[O:10][C:9](=[O:11])[C:8]([CH2:12][C:13]([NH:29][CH2:28][C:27]3[C:30]([O:34][CH3:35])=[CH:31][CH:32]=[CH:33][C:26]=3[O:25][CH3:24])=[O:15])=[C:7]([C:16]3[CH:21]=[CH:20][CH:19]=[CH:18][C:17]=3[CH3:22])[C:6]=2[CH:23]=1. Reported procedure: 6-Chloro-4-(2-methylphenyl)-2-oxo-2H -1-benzopyran-3-acetic acid was reacted with 2,6-dimethoxybenzylamine by a method similar to Example 1(A) to yield the title compound. The reactants are resin, C(C)O (ethanol), Cl.NN=CC1=CC=C(OCCCCCOC2=C(C=C(C(=O)N(C(C)C)C(C)C)C=C2)OC)C=C1 (4-[5-[4-(aminoiminomethyl)phenoxy]pentyloxy]-3-methoxy-N,N-bis(1-methylethyl)benzamide monohydrochloride). Solvent: CO (methanol). Reaction conditions: time 20 hour. The product is NN=CC1=CC=C(OCCCCCOC2=C(C=C(C(=O)N(C(C)C)C(C)C)C=C2)OC)C=C1 (4-[5-[4-(aminoiminomethyl)phenoxy]pentyloxy]-3-methoxy-N,N-bis(1-methylethyl)benzamide). RXN SMILES: C(O)C.Cl.[NH2:5][N:6]=[CH:7][C:8]1[CH:37]=[CH:36][C:11]([O:12][CH2:13][CH2:14][CH2:15][CH2:16][CH2:17][O:18][C:19]2[CH:33]=[CH:32][C:22]([C:23]([N:25]([CH:29]([CH3:31])[CH3:30])[CH:26]([CH3:28])[CH3:27])=[O:24])=[CH:21][C:20]=2[O:34][CH3:35])=[CH:10][CH:9]=1>CO>[NH2:5][N:6]=[CH:7][C:8]1[CH:37]=[CH:36][C:11]([O:12][CH2:13][CH2:14][CH2:15][CH2:16][CH2:17][O:18][C:19]2[CH:33]=[CH:32][C:22]([C:23]([N:25]([CH:29]([CH3:30])[CH3:31])[CH:26]([CH3:28])[CH3:27])=[O:24])=[CH:21][C:20]=2[O:34][CH3:35])=[CH:10][CH:9]=1 |f:1.2|. Reported procedure: Amberlite IRA-400 (OH) ion-exchange resin (55.5 g) is added in one portion to a stirred ethanol (120 mL)/methanol (30 mL) solution of 4-[5-[4-(aminoiminomethyl)phenoxy]pentyloxy]-3-methoxy-N,N-bis(1-methylethyl)benzamide monohydrochloride (20 g). After stirring for 20 hours, the resin is removed by filtration. The mother liquor is concentrated at reduced pressure to afford 4-[5-[4-(aminoiminomethyl)phenoxy]pentyloxy]-3-methoxy-N,N-bis(1-methylethyl)benzamide. Starting materials: C[Al](C)C (trimethyl aluminium), solution, C1(=CC=CC=C1)C=1C2=C(NN1)C1=CC=CC=C1C2=O (3-Phenylindeno[1,2-c]pyrazol-4-(1H)-one), ice, Cl (hydrochloric acid). Run in CCCCCCC (heptane), C1(=CC=CC=C1)C (toluene). Run at temperature 90 celsius. Yields the product CC1(C2=CC=CC=C2C=2NN=C(C21)C2=CC=CC=C2)O (4-methyl-3-phenyl-1,4-dihydroindeno[1,2-c]pyrazol-4-ol). RXN SMILES: [C:1]1([C:7]2[C:8]3[C:18](=[O:19])[C:17]4[C:12](=[CH:13][CH:14]=[CH:15][CH:16]=4)[C:9]=3[NH:10][N:11]=2)[CH:6]=[CH:5][CH:4]=[CH:3][CH:2]=1.[CH3:20][Al](C)C.Cl>C1(C)C=CC=CC=1.CCCCCCC>[CH3:20][C:18]1([OH:19])[C:8]2[C:7]([C:1]3[CH:2]=[CH:3][CH:4]=[CH:5][CH:6]=3)=[N:11][NH:10][C:9]=2[C:12]2[C:17]1=[CH:16][CH:15]=[CH:14][CH:13]=2. Procedure details: 3-Phenylindeno[1,2-c]pyrazol-4-(1H)-one (2.4 g) was suspended in toluene (40 ml) under nitrogen and trimethyl aluminium (2.2 ml of a 2M solution in heptane) was added at 20° C. with stirring. The mixture was heated at 90° C. for 16 hours, then cooled to ambient temperature and poured on to crushed ice (approx. 600 ml) containing concentrated hydrochloric acid (30 ml). The precipitated solid was collected by filtration and recrystallized from ethyl acetate with hot filtering to give 4-methyl-3-ph... Starting materials: C(C)(=O)OC=1C(=CSC1)C(=O)OC (Methyl 4-acetoxy-3-thiophenecarboxylate), S(O)(O)(=O)=O (sulphuric acid). Solvent: CO (methanol). Yields the product COC=1C(=CSC1)C(=O)OC (Methyl 4-methoxy-3-thiophenecarboxylate). As a reaction SMILES: [C:1]([O:4][C:5]1[C:6]([C:10]([O:12][CH3:13])=[O:11])=[CH:7][S:8][CH:9]=1)(=O)C.S(=O)(=O)(O)O>CO>[CH3:1][O:4][C:5]1[C:6]([C:10]([O:12][CH3:13])=[O:11])=[CH:7][S:8][CH:9]=1. Procedure: Methyl 4-acetoxy-3-thiophenecarboxylate (81 g, 0.40 mol) and concentrated sulphuric acid (5 ml) in methanol (1.25 l) was heated under reflux for 3 days. The solvent was evaporated and the residue diluted with water (300 ml) and extracted with ether (5 times). The ether extracts were combined, washed with 1N sodium hydroxide (3 times) and dried over sodium sulfate. Evaporation of the solvent gave the title compound, 52 g, m.p. 66°-68° (lit. m.p.68°-70°). Reactants: C(CCCCCCC)OC1=CC=C(C(=O)O)C=C1 (4-octyloxybenzoic acid), P(Cl)(Cl)(Cl)(Cl)Cl (PCl5). Run in C1=CC=CC=C1 (benzene). Yields the product C(CCCCCCC)OC1=CC=C(C(=O)Cl)C=C1 (4-octyloxybenzoic acid chloride). As a reaction SMILES: [CH2:1]([O:9][C:10]1[CH:18]=[CH:17][C:13]([C:14](O)=[O:15])=[CH:12][CH:11]=1)[CH2:2][CH2:3][CH2:4][CH2:5][CH2:6][CH2:7][CH3:8].P(Cl)(Cl)(Cl)(Cl)[Cl:20]>C1C=CC=CC=1>[CH2:1]([O:9][C:10]1[CH:18]=[CH:17][C:13]([C:14]([Cl:20])=[O:15])=[CH:12][CH:11]=1)[CH2:2][CH2:3][CH2:4][CH2:5][CH2:6][CH2:7][CH3:8]. Procedure: 2.78 g of 4-octyloxybenzoic acid was added to 10 ml of benzene, and under stirring at room temperature, 2.36 g of PCl5 was added little by little. The mixture was then heated under reflux for 4 hours. Thereafter, the solvent was distilled off to obtain 4-octyloxybenzoic acid chloride. Starting materials: CS(=O)(=O)OCC(CC[C@@H](CO[Si](C)(C)C(C)(C)C)N(CCCCC)S(=O)(=O)C1=CC=C(C=C1)CO[Si](C)(C)C(C)(C)C)(F)F ((5S)-6-{[tert-butyl(dimethyl)silyl]oxy}-5-[{[4-({[tert-butyl(dimethyl)silyl]oxy}methyl)phenyl]sulfonyl}(pentyl)amino]-2,2-difluorohexyl methanesulfonate), [N-]=[N+]=[N-].[Na+] (sodium azide), C1COCCOCCOCCOCCOCCO1 (18-crown-6), N1C=NC=C1 (Imidazole), [Si](C)(C)(C(C)(C)C)Cl (TBS—Cl). Reagents/catalysts: CN(C)C=1C=CN=CC1 (DMAP). The solvent is O (water), CS(=O)C (DMSO). Run at temperature 125 celsius, time 24 hour. The product is N(=[N+]=[N-])CC(CC[C@@H](CO[Si](C)(C)C(C)(C)C)N(S(=O)(=O)C1=CC=C(C=C1)CO[Si](C)(C)C(C)(C)C)CCCCC)(F)F (N-[(2S)-6-azido-1-{[tert-butyl(dimethyl)silyl]oxy}-5,5-difluorohexan-2-yl]-4-({[tert-butyl(dimethyl)silyl]oxy}methyl)-N-pentylbenzenesulfonamide). Isolated yield 38.8%. Reaction SMILES: CS(O[CH2:6][C:7]([F:45])([F:44])[CH2:8][CH2:9][C@H:10]([N:20]([S:26]([C:29]1[CH:34]=[CH:33][C:32]([CH2:35][O:36][Si:37]([C:40]([CH3:43])([CH3:42])[CH3:41])([CH3:39])[CH3:38])=[CH:31][CH:30]=1)(=[O:28])=[O:27])[CH2:21][CH2:22][CH2:23][CH2:24][CH3:25])[CH2:11][O:12][Si:13]([C:16]([CH3:19])([CH3:18])[CH3:17])([CH3:15])[CH3:14])(=O)=O.[N-:46]=[N+:47]=[N-:48].[Na+].C1OCCOCCOCCOCCOCCOC1.N1C=CN=C1.[Si](Cl)(C(C)(C)C)(C)C>CS(C)=O.CN(C1C=CN=CC=1)C.O>[N:46]([CH2:6][C:7]([F:45])([F:44])[CH2:8][CH2:9][C@H:10]([N:20]([CH2:21][CH2:22][CH2:23][CH2:24][CH3:25])[S:26]([C:29]1[CH:34]=[CH:33][C:32]([CH2:35][O:36][Si:37]([C:40]([CH3:43])([CH3:42])[CH3:41])([CH3:39])[CH3:38])=[CH:31][CH:30]=1)(=[O:28])=[O:27])[CH2:11][O:12][Si:13]([C:16]([CH3:19])([CH3:18])[CH3:17])([CH3:15])[CH3:14])=[N+:47]=[N-:48] |f:1.2|. Reported procedure: To a stirred solution of the material from Step 8 (167 mg, 0.233 mmol) in DMSO (2.3 mL) were added sodium azide (23 mg, 0.35 mmol) and 18-crown-6 (3 mg, 0.012 mmol). The reaction mixture was stirred at 125° C. for 24 hours. Upon cooling to room temperature, the reaction mixture was concentrated to dryness in vacuo. LCMS showed that TBS group was removed. The residue was dissolved in dichloromethane (2.3 mL). Imidazole (32 mg, 0.465 mmol), DMAP (1 mg, 0.008 mmol) and TBS—Cl (70 mg, 0.465 mmol) we...